From a dataset of the Open Reaction Database (ORD), a public repository of structured organic reaction records. describe an organic reaction: reactants, conditions, products, and yield Reactants: C(C)OC(C(C(=O)OCC)C)=O.[Na] (sodium diethylmethylmalonate), C(C)OC(C(C(=O)OCC)C)=O (diethylmethylmalonate), CC[O-].[Na+] (sodium ethylate), [OH-].[Na+] (NaOH), BrN1C(CCC1=O)=O (N-Bromosuccinimide), C(C1=CC=CC=C1)(=O)OOC(C1=CC=CC=C1)=O (benzoyl peroxide), BrC1=C(C=CC(=C1)C(C)(C)C)C (2-bromo-4-tert-butyl-1-methylbenzene), BrC1=C(C=CC(=C1)C(C)(C)C)CBr (2-bromo-1-(bromomethyl)-4-tert-butylbenzene). The solvent is O (water), O (water), C(Cl)(Cl)(Cl)Cl (CCl4), C(C)O (ethanol). Reaction conditions: temperature 20 celsius. Yields the product C(C)(C)(C)C1=CC=C(C=C1)C (1-tert-butyl-4-methylbenzene). The yield is 60.0%. As a reaction SMILES: BrN1C(=O)CCC1=O.C(OOC(=O)C1C=CC=CC=1)(=O)C1C=CC=CC=1.Br[C:28]1[CH:33]=[C:32]([C:34]([CH3:37])([CH3:36])[CH3:35])[CH:31]=[CH:30][C:29]=1[CH3:38].C(OC(=O)C(C)C(OCC)=O)C.[Na].C(OC(=O)C(C)C(OCC)=O)C.CC[O-].[Na+].BrC1C=C(C(C)(C)C)C=CC=1CBr.[OH-].[Na+]>C(Cl)(Cl)(Cl)Cl.O.C(O)C>[C:34]([C:32]1[CH:31]=[CH:30][C:29]([CH3:38])=[CH:28][CH:33]=1)([CH3:37])([CH3:36])[CH3:35] |f:3.4,6.7,9.10,^1:50|. Reported procedure: N-Bromosuccinimide (98 g, 0.55 mol) and 0.5 g benzoyl peroxide were added to solution of 2-bromo-4-tert-butyl-1-methylbenzene (113.5 g, 0.5 mol) in CCl4 (500 ml). The resulting mixture was refluxed for 6 h, cooled to 20° C. and filtered. The resulting filtrate was evaporated and used without further purification. A solution of sodium diethylmethylmalonate, prepared from 104.5 g (0.6 mol) diethylmethylmalonate and 40.8 g of sodium ethylate in 500 ml abs. ethanol was treated dropwise with 2-bromo-...